Dataset: the Open Reaction Database (ORD), a public repository of structured organic reaction records. Task: describe an organic reaction: reactants, conditions, products, and yield The reactants are NCCCCOC1=C(C=CC(=C1)C)N(C(C1=CC(=C(C=C1)NC(=O)C1=CC=CC=2NC(=NC21)C)OC)=O)C (N-[2-(4-aminobut-1-yloxy)-4-methylphenyl]-3-methoxy-N-methyl-4-(2-methyl-1H-benzimidazol-4-yl)carbonylaminobenzamide), C=O (formaldehyde), C(#N)[BH3-].[Na+] (sodium cyanoborohydride). The solvent is CO (methanol), C(Cl)(Cl)Cl (chloroform). Conditions: time 6 hour. Yields the product CN(CCCCOC1=C(C=CC(=C1)C)N(C(C1=CC(=C(C=C1)NC(=O)C1=CC=CC=2NC(=NC21)C)OC)=O)C)C (N-[2-(4-dimethylaminobut-1-yloxy)-4-methylphenyl]-3-methoxy-N-methyl-4-(2-methyl-1H-benzimidazol-4-yl)carbonylaminobenzamide). Isolated yield 89.8%. Reaction SMILES: N[CH2:2][CH2:3][CH2:4][CH2:5][O:6][C:7]1[CH:12]=[C:11]([CH3:13])[CH:10]=[CH:9][C:8]=1[N:14]([CH3:38])[C:15](=[O:37])[C:16]1[CH:21]=[CH:20][C:19]([NH:22][C:23]([C:25]2[C:33]3[N:32]=[C:31]([CH3:34])[NH:30][C:29]=3[CH:28]=[CH:27][CH:26]=2)=[O:24])=[C:18]([O:35][CH3:36])[CH:17]=1.[CH2:39]=O.[C:41]([BH3-])#[N:42].[Na+]>CO.C(Cl)(Cl)Cl>[CH3:39][N:42]([CH3:41])[CH2:2][CH2:3][CH2:4][CH2:5][O:6][C:7]1[CH:12]=[C:11]([CH3:13])[CH:10]=[CH:9][C:8]=1[N:14]([CH3:38])[C:15](=[O:37])[C:16]1[CH:21]=[CH:20][C:19]([NH:22][C:23]([C:25]2[C:33]3[N:32]=[C:31]([CH3:34])[NH:30][C:29]=3[CH:28]=[CH:27][CH:26]=2)=[O:24])=[C:18]([O:35][CH3:36])[CH:17]=1 |f:2.3|. Procedure details: A mixture of N-[2-(4-aminobut-1-yloxy)-4-methylphenyl]-3-methoxy-N-methyl-4-(2-methyl-1H-benzimidazol-4-yl)carbonylaminobenzamide (150 mg), 37% formaldehyde solution (43.7 mg) and sodium cyanoborohydride (18.3 mg) in methanol (10 ml) was stirred at ambient temperature for 6 hours. The mixture was diluted with chloroform and the solution was washed with saturated aqueous sodium hydrogen carbonate and brine. The organic phase was dried over magnesium sulfate and the solvent was evaporated in vacuo... Reactants: O=C([O-])[O-], CCOC(=O)c1c(-c2ccc(F)cc2)nn2cc(NS(C)(=O)=O)c(OCc3ccccc3)cc12, CCI, [K+], [K+], CN(C)C=O. The product is CCOC(=O)c1c(-c2ccc(F)cc2)nn2cc(N(CC)S(C)(=O)=O)c(OCc3ccccc3)cc12. As a reaction SMILES: [C:35](=[O:36])([O-:37])[O-:38].[CH2:1]([c:2]1[cH:3][cH:4][cH:5][cH:6][cH:7]1)[O:8][c:9]1[cH:10][c:11]2[n:12]([cH:13][c:14]1[NH:15][S:16](=[O:17])(=[O:18])[CH3:19])[n:20][c:21](-[c:28]1[cH:29][cH:30][c:31]([F:34])[cH:32][cH:33]1)[c:22]2[C:23](=[O:24])[O:25][CH2:26][CH3:27].[CH2:41]([CH3:42])[I:43].[K+:39].[K+:40].[O:44]=[CH:45][N:46]([CH3:47])[CH3:48]>>[CH2:1]([c:2]1[cH:3][cH:4][cH:5][cH:6][cH:7]1)[O:8][c:9]1[cH:10][c:11]2[n:12]([cH:13][c:14]1[N:15]([S:16](=[O:17])(=[O:18])[CH3:19])[CH2:41][CH3:42])[n:20][c:21](-[c:28]1[cH:29][cH:30][c:31]([F:34])[cH:32][cH:33]1)[c:22]2[C:23](=[O:24])[O:25][CH2:26][CH3:27]. Reactants: O=c1c2c(oc3ccc(Br)cc13)CCCC2, [C-]#N, CN1CCCC1=O, [Cl-], Cl, O. Product: N#Cc1ccc2oc3c(c(=O)c2c1)CCCC3. Reaction SMILES: [Br:1][c:2]1[cH:3][cH:4][c:5]2[o:6][c:7]3[c:12]([c:13](=[O:16])[c:14]2[cH:15]1)[CH2:11][CH2:10][CH2:9][CH2:8]3.[C-:17]#[N:18].[CH3:22][N:23]1[CH2:24][CH2:25][CH2:26][C:27]1=[O:28].[Cl-:19].[ClH:20].[OH2:21]>>[c:2]1([C:17]#[N:18])[cH:3][cH:4][c:5]2[o:6][c:7]3[c:12]([c:13](=[O:16])[c:14]2[cH:15]1)[CH2:11][CH2:10][CH2:9][CH2:8]3. The reactants are COCn1cc([N+](=O)[O-])nc1Br, CO, Cl. Product: O=[N+]([O-])c1c[nH]c(Br)n1. As a reaction SMILES: [Br:1][c:2]1[n:3]([CH2:10][O:11][CH3:12])[cH:4][c:5]([N+:7](=[O:8])[O-:9])[n:6]1.[CH3:14][OH:15].[ClH:13]>>[Br:1][c:2]1[nH:3][cH:4][c:5]([N+:7](=[O:8])[O-:9])[n:6]1. Starting materials: Cl (HCl), [NH4+].[OH-] (NH4OH), C(#N)C1=CC2=C(N(C(=N2)C(C(F)(F)F)(NS(=O)C(C)(C)C)C2=C3C=CN(C3=C(C=C2OC)C)C(=O)OC(C)(C)C)COCC[Si](C)(C)C)C=C1 ((±)-tert-butyl 4-(1-(5-cyano-1-((2-(trimethylsilyl)ethoxy)methyl)-1H-benzo[d]imidazol-2-yl)-1-(1,1-dimethylethylsulfinamido)-2,2,2-trifluoroethyl)-5-methoxy-7-methyl-1H-indole-1-carboxylate), C(#N)C=1C=CC2=C(N(C(=N2)C(C(F)(F)F)(NS(=O)C(C)(C)C)C2=C3C=CN(C3=C(C=C2OC)C)C(=O)OC(C)(C)C)COCC[Si](C)(C)C)C1 ((±)-tert-butyl 4-(1-(6-cyano-1-((2-(trimethylsilyl)ethoxy)methyl)-1H-benzo[d]imidazol-2-yl)-1-(1,1-dimethylethylsulfinamido)-2,2,2-trifluoroethyl)-5-methoxy-7-methyl-1H-indole-1-carboxylate). Solvent: O1CCOCC1 (dioxane), O (water). Yields the product NC(C(F)(F)F)(C1=NC2=C(N1)C=CC(=C2)C#N)C2=C1C=CN(C1=C(C=C2OC)C)C(=O)OC(C)(C)C ((±)-tert-Butyl 4-(1-amino-1-(5-cyano-1H-benzo[d]imidazol-2-yl)-2,2,2-trifluoroethyl)-5-methoxy-7-methyl-1H-indole-1-carboxylate). As a reaction SMILES: [C:1]([C:3]1[CH:50]=[CH:49][C:6]2[N:7](COCC[Si](C)(C)C)[C:8]([C:10]([C:22]3[C:30]([O:31][CH3:32])=[CH:29][C:28]([CH3:33])=[C:27]4[C:23]=3[CH:24]=[CH:25][N:26]4[C:34]([O:36][C:37]([CH3:40])([CH3:39])[CH3:38])=[O:35])([NH:15]S(C(C)(C)C)=O)[C:11]([F:14])([F:13])[F:12])=[N:9][C:5]=2[CH:4]=1)#[N:2].C(C1C=CC2N=C(C(C3C(OC)=CC(C)=C4C=3C=CN4C(OC(C)(C)C)=O)(NS(C(C)(C)C)=O)C(F)(F)F)N(COCC[Si](C)(C)C)C=2C=1)#N.Cl.[NH4+].[OH-]>O1CCOCC1.O>[NH2:15][C:10]([C:22]1[C:30]([O:31][CH3:32])=[CH:29][C:28]([CH3:33])=[C:27]2[C:23]=1[CH:24]=[CH:25][N:26]2[C:34]([O:36][C:37]([CH3:40])([CH3:39])[CH3:38])=[O:35])([C:8]1[NH:7][C:6]2[CH:49]=[CH:50][C:3]([C:1]#[N:2])=[CH:4][C:5]=2[N:9]=1)[C:11]([F:14])([F:13])[F:12] |f:3.4|. Reported procedure: To a solution of a mixture of (±)-tert-butyl 4-(1-(5-cyano-1-((2-(trimethylsilyl)ethoxy)methyl)-1H-benzo[d]imidazol-2-yl)-1-(1,1-dimethylethylsulfinamido)-2,2,2-trifluoroethyl)-5-methoxy-7-methyl-1H-indole-1-carboxylate and (±)-tert-butyl 4-(1-(6-cyano-1-((2-(trimethylsilyl)ethoxy)methyl)-1H-benzo[d]imidazol-2-yl)-1-(1,1-dimethylethylsulfinamido)-2,2,2-trifluoroethyl)-5-methoxy-7-methyl-1H-indole-1-carboxylate (Example 36-D) (0.37 g, 0.504 mmol) in dioxane (5.04 mL) was added HCl (4.0M in dioxan...